This data is from the Open Reaction Database (ORD), a public repository of structured organic reaction records. The task is: describe an organic reaction: reactants, conditions, products, and yield The solvent is C(C)#N (acetonitrile). Yields the product Cl.N1C(=NC=C1)CC=1C=C(OCC(=O)O)C=CC1 (3-(1-imidazolylmethyl)phenoxyacetic acid hydrochloride). The reactants are C(C)OC(COC1=CC(=CC=C1)CC=1NC=CN1)=O (3-(1-imidazolylmethyl)phenoxyacetic acid ethyl ester), Cl (hydrochloric acid). Procedure: Hydrolysis of 3-(1-imidazolylmethyl)phenoxyacetic acid ethyl ester free base with concentrated hydrochloric acid according to the method of Example 7 gave 3-(1-imidazolylmethyl)phenoxyacetic acid hydrochloride, m.p. 179°-181° C. (from aqueous acetonitrile). Found: C, 52.23, H, 4.84, N, 10.65. C12H12N2O3.HCl requires: C, 53.64, H, 4.88, N, 10.43%. Reaction SMILES: C([O:3][C:4](=[O:19])[CH2:5][O:6][C:7]1[CH:12]=[CH:11][CH:10]=[C:9]([CH2:13][C:14]2[NH:15][CH:16]=[CH:17][N:18]=2)[CH:8]=1)C.[ClH:20]>C(#N)C>[ClH:20].[NH:15]1[CH:16]=[CH:17][N:18]=[C:14]1[CH2:13][C:9]1[CH:8]=[C:7]([CH:12]=[CH:11][CH:10]=1)[O:6][CH2:5][C:4]([OH:19])=[O:3] |f:3.4|. The reactants are CO, Cl, Nc1cc(Nc2cccc(C(=O)Nc3ccc([N+](=O)[O-])cc3)c2)nc(N)n1. Product: Cl, Nc1ccc(NC(=O)c2cccc(Nc3cc(N)nc(N)n3)c2)cc1. Reaction SMILES: [CH3:29][OH:30].[ClH:1].[NH2:2][c:3]1[n:4][c:5]([NH2:28])[cH:6][c:7]([NH:9][c:10]2[cH:11][c:12]([C:13](=[O:14])[NH:15][c:16]3[cH:17][cH:18][c:19]([N+:22]([O-:23])=[O:24])[cH:20][cH:21]3)[cH:25][cH:26][cH:27]2)[n:8]1>>[ClH:1].[NH2:2][c:3]1[n:4][c:5]([NH2:28])[cH:6][c:7]([NH:9][c:10]2[cH:11][c:12]([C:13](=[O:14])[NH:15][c:16]3[cH:17][cH:18][c:19]([NH2:22])[cH:20][cH:21]3)[cH:25][cH:26][cH:27]2)[n:8]1. Reactants: N (ammonia), ClC=1C(=CC(=C(C1)S(=O)(=O)N(C=1SC=NN1)CC1=C(C=C(C=C1)OC)OC)F)OC1=C(C=C(C=C1)C(F)(F)F)C1=CN=NC=C1 (5-Chloro-N-(2,4-dimethoxybenzyl)-2-fluoro-4-[2-pyridazin-4-yl-4-(trifluoromethyl)phenoxy]-N-1,3,4-thiadiazol-2-ylbenzenesulfonamide), solution, Cl (HCl). The solvent is O (water), O1CCOCC1 (1,4-dioxane), O1CCOCC1 (1,4-dioxane), CO (methanol). Reaction conditions: time 3 hour. Product: ClC=1C(=CC(=C(C1)S(=O)(=O)NC=1SC=NN1)F)OC1=C(C=C(C=C1)C(F)(F)F)C1=CN=NC=C1 (5-Chloro-2-fluoro-4-[2-pyridazin-4-yl-4-(trifluoromethyl)phenoxy]-N-1,3,4-thiadiazol-2-ylbenzenesulfonamide). As a reaction SMILES: [Cl:1][C:2]1[C:3]([O:29][C:30]2[CH:35]=[CH:34][C:33]([C:36]([F:39])([F:38])[F:37])=[CH:32][C:31]=2[C:40]2[CH:45]=[CH:44][N:43]=[N:42][CH:41]=2)=[CH:4][C:5]([F:28])=[C:6]([S:8]([N:11](CC2C=CC(OC)=CC=2OC)[C:12]2[S:13][CH:14]=[N:15][N:16]=2)(=[O:10])=[O:9])[CH:7]=1.Cl.N>O1CCOCC1.CO.O>[Cl:1][C:2]1[C:3]([O:29][C:30]2[CH:35]=[CH:34][C:33]([C:36]([F:37])([F:39])[F:38])=[CH:32][C:31]=2[C:40]2[CH:45]=[CH:44][N:43]=[N:42][CH:41]=2)=[CH:4][C:5]([F:28])=[C:6]([S:8]([NH:11][C:12]2[S:13][CH:14]=[N:15][N:16]=2)(=[O:10])=[O:9])[CH:7]=1. Reported procedure: To a stirred solution of 5-Chloro-N-(2,4-dimethoxybenzyl)-2-fluoro-4-[2-pyridazin-4-yl-4-(trifluoromethyl)phenoxy]-N-1,3,4-thiadiazol-2-ylbenzenesulfonamide (Preparation 900, 30.3 g, 44.4 mmol) in 1,4-dioxane (250 mL) at room temperature was added a 4M solution of HCl in 1,4-dioxane (300 mL) dropwise over 30 minutes. The resulting suspension was left to stir at room temperature for 3 hours before concentration in vacuo. The residue was azeotroped with diethyl ether (3×300 mL) followed by a dieth... The reactants are CC(=O)c1ccc(OCCOc2c(-c3ccc(F)c(F)c3)n(C)c3ccccc3c2=O)c(Cl)c1, C1CCNCC1, Cc1ccccc1, O=C(O)c1ccccc1, O=C1CSC(=O)N1. The product is CC(=C1SC(=O)NC1=O)c1ccc(OCCOc2c(-c3ccc(F)c(F)c3)n(C)c3ccccc3c2=O)c(Cl)c1. RXN SMILES: [C:1]([CH3:2])(=[O:3])[c:4]1[cH:5][c:6]([Cl:34])[c:7]([O:8][CH2:9][CH2:10][O:11][c:12]2[c:13](-[c:24]3[cH:25][c:26]([F:31])[c:27]([F:30])[cH:28][cH:29]3)[n:14]([CH3:23])[c:15]3[cH:16][cH:17][cH:18][cH:19][c:20]3[c:21]2=[O:22])[cH:32][cH:33]1.[CH2:51]1[CH2:52][CH2:53][NH:54][CH2:55][CH2:56]1.[CH3:57][c:58]1[cH:59][cH:60][cH:61][cH:62][cH:63]1.[OH:42][C:43]([c:44]1[cH:45][cH:46][cH:47][cH:48][cH:49]1)=[O:50].[S:35]1[C:36](=[O:41])[NH:37][C:38](=[O:40])[CH2:39]1>>[C:1]([CH3:2])([c:4]1[cH:5][c:6]([Cl:34])[c:7]([O:8][CH2:9][CH2:10][O:11][c:12]2[c:13](-[c:24]3[cH:25][c:26]([F:31])[c:27]([F:30])[cH:28][cH:29]3)[n:14]([CH3:23])[c:15]3[cH:16][cH:17][cH:18][cH:19][c:20]3[c:21]2=[O:22])[cH:32][cH:33]1)=[C:39]1[S:35][C:36](=[O:41])[NH:37][C:38]1=[O:40]. Yield: 55.0%. RXN SMILES: O1CCC[CH2:2]1.[OH:6][C:7]1[C:8]([CH:17]2[C:25]3[C:20](=[CH:21][CH:22]=[CH:23][CH:24]=3)[NH:19][C:18]2=[O:26])=[CH:9][C:10]2[O:15][CH2:14][CH2:13][O:12][C:11]=2[CH:16]=1.C(=O)([O-])[O-].[Cs+].[Cs+].ClCI>CN(C)C=O>[NH:19]1[C:20]2[C:25](=[CH:24][CH:23]=[CH:22][CH:21]=2)[C:17]2([C:8]3[C:7](=[CH:16][C:11]4[O:12][CH2:13][CH2:14][O:15][C:10]=4[CH:9]=3)[O:6][CH2:2]2)[C:18]1=[O:26] |f:2.3.4|. Yields the product N1C(C2(C3=CC=CC=C13)COC1=CC3=C(OCCO3)C=C12)=O (2,3-dihydrospiro[furo[2,3-g][1,4]benzodioxine-8,3′-indol]-2′(1′H)-one). Procedure: A 2000 L stainless steel crystallizer was charged with N,N-dimethylformamide (113.7 kg) and tetrahydrofuran (1070.9 kg). The contents were cooled to 0-5° C. and 3-(7-hydroxy-2,3-dihydro-1,4-benzodioxin-6-yl)-1,3-dihydro-2H-indol-2-one (12.0 kg, 42.4 mol) was added, followed by cesium carbonate (30.4 kg, 93.3 mol). A solution of chloroiodomethane (9.4 kg, 53.7 mol) in N,N-dimethylformamide (16.9 kg) was added at a rate of 39.5 kg/h such that the temperature of the reaction mixture was maintained ... Run in CN(C=O)C (N,N-dimethylformamide), CN(C=O)C (N,N-dimethylformamide). Starting materials: stainless steel, O1CCCC1 (tetrahydrofuran), C([O-])([O-])=O.[Cs+].[Cs+] (cesium carbonate), ClCI (chloroiodomethane), OC=1C(=CC2=C(OCCO2)C1)C1C(NC2=CC=CC=C12)=O (3-(7-hydroxy-2,3-dihydro-1,4-benzodioxin-6-yl)-1,3-dihydro-2H-indol-2-one). Conditions: temperature 2.5 celsius, time 2 hour. Reactants: CC(C)(C)OC(=O)N(C)[C@@H](CC1=CC=CC=C1)C(=O)O (BOC Me Phe OH), CSCCN (2-methylthioethylamine). Product: CSCCNC([C@@H](N(C)C(=O)OC(C)(C)C)CC1=CC=CC=C1)=O (t-Butyloxycarbonyl-N-methyl-L-phenylalanine 2-methylthioethylamide). As a reaction SMILES: [CH3:1][C:2]([O:5][C:6]([N:8]([C@H:10]([C:18]([OH:20])=O)[CH2:11][C:12]1[CH:17]=[CH:16][CH:15]=[CH:14][CH:13]=1)[CH3:9])=[O:7])([CH3:4])[CH3:3].[CH3:21][S:22][CH2:23][CH2:24][NH2:25]>>[CH3:21][S:22][CH2:23][CH2:24][NH:25][C:18](=[O:20])[C@H:10]([CH2:11][C:12]1[CH:13]=[CH:14][CH:15]=[CH:16][CH:17]=1)[N:8]([C:6]([O:5][C:2]([CH3:1])([CH3:3])[CH3:4])=[O:7])[CH3:9]. Procedure details: This was prepared by coupling of BOC Me Phe OH with 2-methylthioethylamine by the method of Example 1(b) The product was obtained as an oil. Rf1G=0.71 Rf32A=0.48 Reactants: CC1CC2=C(CN1)SC(=N2)C(=O)[O-].[Li+] (lithium 6-methyl-4,5,6,7-tetrahydrothiazolo[5,4-c]pyridine-2-carboxylate), Cl.ClC=1C=C2C=CC(=CC2=CC1)S(=O)(=O)N1CC(NCC1)CC(=O)N1CCOCC1 (1-[(6-chloronaphthalen-2-yl)sulfonyl]-3-[[(morpholin-4-yl)carbonyl]methyl]piperazine hydrochloride). The product is Cl.ClC=1C=C2C=CC(=CC2=CC1)S(=O)(=O)N1CC(N(CC1)C(=O)C=1SC=2CNC(CC2N1)C)CC(=O)N1CCOCC1 (4-[(6-Chloronaphthalen-2-yl)sulfonyl]-1-[(6-methyl-4,5,6,7-tetrahydrothiazolo[5,4-c]pyridin-2-yl)carbonyl]-2-[[(morpholin-4-yl)carbonyl]methyl]piperazine hydrochloride). As a reaction SMILES: [CH3:1][CH:2]1[NH:7][CH2:6][C:5]2[S:8][C:9]([C:11]([O-:13])=O)=[N:10][C:4]=2[CH2:3]1.[Li+].Cl.[Cl:16][C:17]1[CH:18]=[C:19]2[C:24](=[CH:25][CH:26]=1)[CH:23]=[C:22]([S:27]([N:30]1[CH2:35][CH2:34][NH:33][CH:32]([CH2:36][C:37]([N:39]3[CH2:44][CH2:43][O:42][CH2:41][CH2:40]3)=[O:38])[CH2:31]1)(=[O:29])=[O:28])[CH:21]=[CH:20]2>>[ClH:16].[Cl:16][C:17]1[CH:18]=[C:19]2[C:24](=[CH:25][CH:26]=1)[CH:23]=[C:22]([S:27]([N:30]1[CH2:35][CH2:34][N:33]([C:11]([C:9]3[S:8][C:5]4[CH2:6][NH:7][CH:2]([CH3:1])[CH2:3][C:4]=4[N:10]=3)=[O:13])[CH:32]([CH2:36][C:37]([N:39]3[CH2:44][CH2:43][O:42][CH2:41][CH2:40]3)=[O:38])[CH2:31]1)(=[O:28])=[O:29])[CH:21]=[CH:20]2 |f:0.1,2.3,4.5|. Reported procedure: Starting materials: lithium 6-methyl-4,5,6,7-tetrahydrothiazolo[5,4-c]pyridine-2-carboxylate, 1-[(6-chloronaphthalen-2-yl)sulfonyl]-3-[[(morpholin-4-yl)carbonyl]methyl]piperazine hydrochloride